This data is from the Open Reaction Database (ORD), a public repository of structured organic reaction records. The task is: describe an organic reaction: reactants, conditions, products, and yield Reactants: COc1c(-c2ccccc2)cccc1C(O)c1cccc(-c2ccccc2)c1OCc1ccccc1, ClCCl. Product: COc1c(C(=O)c2cccc(-c3ccccc3)c2OCc2ccccc2)cccc1-c1ccccc1. RXN SMILES: [CH2:1]([c:2]1[cH:3][cH:4][cH:5][cH:6][cH:7]1)[O:8][c:9]1[c:10](-[c:31]2[cH:32][cH:33][cH:34][cH:35][cH:36]2)[cH:11][cH:12][cH:13][c:14]1[CH:15]([OH:16])[c:17]1[c:18]([O:29][CH3:30])[c:19](-[c:23]2[cH:24][cH:25][cH:26][cH:27][cH:28]2)[cH:20][cH:21][cH:22]1.[Cl:37][CH2:38][Cl:39]>>[CH2:1]([c:2]1[cH:3][cH:4][cH:5][cH:6][cH:7]1)[O:8][c:9]1[c:10](-[c:31]2[cH:32][cH:33][cH:34][cH:35][cH:36]2)[cH:11][cH:12][cH:13][c:14]1[C:15](=[O:16])[c:17]1[c:18]([O:29][CH3:30])[c:19](-[c:23]2[cH:24][cH:25][cH:26][cH:27][cH:28]2)[cH:20][cH:21][cH:22]1. Reactants: CCOC(=O)C(CC)CCn1c(=S)sc2c(N)snc21, CCOC(C)=O, Cl, [I-], [K+], O=N[O-], [Na+], O. Product: CCOC(=O)C(CC)CCn1c(=S)sc2c(I)snc21. As a reaction SMILES: [CH2:1]([CH3:2])[O:3][C:4]([CH:5]([CH2:6][CH2:7][n:8]1[c:9](=[S:17])[s:10][c:11]2[c:12]1[n:13][s:14][c:15]2[NH2:16])[CH2:18][CH3:19])=[O:20].[CH3:27][CH2:28][O:29][C:30](=[O:31])[CH3:32].[ClH:33].[I-:26].[K+:25].[N:21]([O-:22])=[O:23].[Na+:24].[OH2:34]>>[CH2:1]([CH3:2])[O:3][C:4]([CH:5]([CH2:6][CH2:7][n:8]1[c:9](=[S:17])[s:10][c:11]2[c:12]1[n:13][s:14][c:15]2[I:26])[CH2:18][CH3:19])=[O:20]. Starting materials: ClC1=C(C(=N)NC2=CC=C(C=C2)Cl)C=CC=C1 (2-chloro-N-(4-chloro-phenyl)-benzamidine), C(=O)(O)[O-].[Na+] (NaHCO3), C(C)OC(C(CBr)=O)=O (3-bromo-2-oxo-propionic acid ethyl ester). The solvent is CC(C)O (2-propanol). Run at temperature 80 celsius. Product: C(C)OC(=O)C1(N=C(N(C1)C1=CC=C(C=C1)Cl)C1=C(C=CC=C1)Cl)O (1-(4-chloro-phenyl)-2-(2-chloro-phenyl)-4-hydroxy-4,5-dihydro-1H-imidazole-4-carboxylic acid ethyl ester). RXN SMILES: [Cl:1][C:2]1[CH:17]=[CH:16][CH:15]=[CH:14][C:3]=1[C:4]([NH:6][C:7]1[CH:12]=[CH:11][C:10]([Cl:13])=[CH:9][CH:8]=1)=[NH:5].C([O-])(O)=O.[Na+].[CH2:23]([O:25][C:26](=[O:31])[C:27](=[O:30])[CH2:28]Br)[CH3:24]>CC(O)C>[CH2:23]([O:25][C:26]([C:27]1([OH:30])[CH2:28][N:6]([C:7]2[CH:12]=[CH:11][C:10]([Cl:13])=[CH:9][CH:8]=2)[C:4]([C:3]2[CH:14]=[CH:15][CH:16]=[CH:17][C:2]=2[Cl:1])=[N:5]1)=[O:31])[CH3:24] |f:1.2|. Procedure details: A mixture of 2-chloro-N-(4-chloro-phenyl)-benzamidine (I-5a), 25.1 g, 95 mmol) and NaHCO3 (84 g, 189 mmol) in 2-propanol (473 ml) was treated with 3-bromo-2-oxo-propionic acid ethyl ester (14.3 ml, 22 g, 113 mmol). The reaction mixture was heated at 80° C. for 17 hours. After cooling to room temperature, the solvent was removed in vacuo. The residue was diluted with CH2Cl2 and the organic solution was washed with H2O, dried over MgSO4, and concentrated in vacuo to provide the product, 1-(4-chlor... The reactants are [H-].[H-].[H-].[H-].[Li+].[Al+3] (LAH), BrC1=CC=C(C=C1)C1(OCC(NC1)=O)C1=CC(=CC=C1)OC (6-(4-bromo-phenyl)-6-(3-methoxy-phenyl)-morpholin-3-one), [OH-].[Na+] (NaOH), O (H2O), O (H2O). The solvent is C1CCOC1 (THF), C1CCOC1 (THF). Conditions: temperature 0 celsius, time 16 hour. Yields the product BrC1=CC=C(C=C1)C1(CNCCO1)C1=CC(=CC=C1)OC (2-(4-bromo-phenyl)-2-(3-methoxy-phenyl)-morpholine). The yield is 87.7%. Reaction SMILES: [H-].[H-].[H-].[H-].[Li+].[Al+3].[Br:7][C:8]1[CH:13]=[CH:12][C:11]([C:14]2([C:21]3[CH:26]=[CH:25][CH:24]=[C:23]([O:27][CH3:28])[CH:22]=3)[CH2:19][NH:18][C:17](=O)[CH2:16][O:15]2)=[CH:10][CH:9]=1.O.[OH-].[Na+]>C1COCC1>[Br:7][C:8]1[CH:9]=[CH:10][C:11]([C:14]2([C:21]3[CH:26]=[CH:25][CH:24]=[C:23]([O:27][CH3:28])[CH:22]=3)[O:15][CH2:16][CH2:17][NH:18][CH2:19]2)=[CH:12][CH:13]=1 |f:0.1.2.3.4.5,8.9|. Procedure: To a solution of LAH in THF (1M, 13.9 mL) at 0° C. was added a solution of 6-(4-bromo-phenyl)-6-(3-methoxy-phenyl)-morpholin-3-one (3.34 g, 9.23 mmol) in THF (15 mL). The reaction mixture was stirred at 0° C. for 1 h and at room temperature for 16 h. To the mixture was added H2O (6.2 mL) followed by addition of 15% aqueous NaOH (6.2 mL) and H2O (7 mL). The mixture was filtered through celite and the celite was washed with EtOAc (50 mL). The filtrate was dried over MgSO4 and concentrated to affor... The reactants are C(C)(=O)C1=NC=CC2=CC=CC=C12 (1-Acetyl-isoquinoline), [BH4-].[Na+] (sodium borohydride). Solvent: CO (methanol), one. Reaction conditions: temperature 0 celsius, time 1 hour. Product: OC(C)C1=NC=CC2=CC=CC=C12 (1-(1-hydroxyethyl)-isoquinoline). Isolated yield 98.2%. RXN SMILES: [C:1]([C:4]1[C:13]2[C:8](=[CH:9][CH:10]=[CH:11][CH:12]=2)[CH:7]=[CH:6][N:5]=1)(=[O:3])[CH3:2].[BH4-].[Na+]>CO>[OH:3][CH:1]([C:4]1[C:13]2[C:8](=[CH:9][CH:10]=[CH:11][CH:12]=2)[CH:7]=[CH:6][N:5]=1)[CH3:2] |f:1.2|. Procedure: 1-Acetyl-isoquinoline (2.0 g, 11.7 mmole) is dissolved in 50 ml methanol in a 100 ml one neck round bottom flask at 0° C. The solution is treated portionwise with sodium borohydride (495 mg, 13.1 mmole) and the reaction mixture is stirred for 1 h at 0° C. The volatiles are removed in vacuo and the residue is partitioned between 1×50 ml 1N sodium hydroxide and 4×25 ml dichloromethane. The combined organics are dried over potassium carbonate and are concentrated in vacuo to a pale oil. The crude m...